From a dataset of the Open Reaction Database (ORD), a public repository of structured organic reaction records. describe an organic reaction: reactants, conditions, products, and yield The reactants are [BH4-], CC(C)(C)[Si](C)(C)OC1CCC(n2ncc(I)c2C=O)CC1, CCO, [Na+]. Product: CC(C)(C)[Si](C)(C)OC1CCC(n2ncc(I)c2CO)CC1. As a reaction SMILES: [BH4-:26].[C:1]([CH3:2])([CH3:3])([CH3:4])[Si:5]([O:6][CH:7]1[CH2:8][CH2:9][CH:10]([n:13]2[n:14][cH:15][c:16]([I:20])[c:17]2[CH:18]=[O:19])[CH2:11][CH2:12]1)([CH3:21])[CH3:22].[CH3:23][CH2:24][OH:25].[Na+:27]>>[C:1]([CH3:2])([CH3:3])([CH3:4])[Si:5]([O:6][CH:7]1[CH2:8][CH2:9][CH:10]([n:13]2[n:14][cH:15][c:16]([I:20])[c:17]2[CH2:18][OH:19])[CH2:11][CH2:12]1)([CH3:21])[CH3:22]. The reactants are C1(CC1)C(N(C(=S)N)CCC)C1=CC=NC=C1 (N-[cyclopropyl(4-pyridyl)methyl]-N-propylthiourea), C1(CC1)C(N(C(=S)N)CCC)C1=CC=NC=C1 (N-[cyclopropyl(4-pyridyl)methyl]-N-propylthiourea), BrC(C(=O)C1=C(C=C(C=C1)Cl)Cl)C (2-bromo-1-(2,4-dichlorophenyl)-1-propanone). Yields the product ClC1=C(C=CC(=C1)Cl)C=1N=C(SC1C)N(CCC)C(C1=CC=NC=C1)C1CC1 (4-(2,4-dichlorophenyl)-5-methyl-2-{N-[cyclopropyl(4-pyridyl)methyl]-N-propylamino}thiazole). Reaction SMILES: [CH:1]1([CH:4]([C:12]2[CH:17]=[CH:16][N:15]=[CH:14][CH:13]=2)[N:5]([CH2:9][CH2:10][CH3:11])[C:6]([NH2:8])=[S:7])[CH2:3][CH2:2]1.Br[CH:19]([CH3:30])[C:20]([C:22]1[CH:27]=[CH:26][C:25]([Cl:28])=[CH:24][C:23]=1[Cl:29])=O>>[Cl:29][C:23]1[CH:24]=[C:25]([Cl:28])[CH:26]=[CH:27][C:22]=1[C:20]1[N:8]=[C:6]([N:5]([CH:4]([CH:1]2[CH2:3][CH2:2]2)[C:12]2[CH:17]=[CH:16][N:15]=[CH:14][CH:13]=2)[CH2:9][CH2:10][CH3:11])[S:7][C:19]=1[CH3:30]. Reported procedure: This compound was prepared according to the process described in Example 1, starting with 1.2 g of N-[cyclopropyl(4-pyridyl)methyl]-N-propylthiourea (Compound 74) and 1.52 g of 2-bromo-1-(2,4-dichlorophenyl)-1-propanone Compound 15). The product was purified on a silica column, using a mixture of methylene chloride and methanol (98:2 V/V) as eluent.